Task: describe an organic reaction: reactants, conditions, products, and yield. Dataset: the Open Reaction Database (ORD), a public repository of structured organic reaction records The reactants are C(C)OC(C1=CC=C(C=C1)OCC(=C)C)=O (4-(2-methylprop-2-enyloxy)benzoic acid ethyl ester), [OH-].[Na+] (sodium hydroxide). RXN SMILES: [CH2:1]([O:3][C:4](=[O:16])[C:5]1[CH:10]=[CH:9][C:8]([O:11]CC(C)=C)=[CH:7][CH:6]=1)[CH3:2].[OH-].[Na+]>CN1CCCC1=O>[CH2:1]([O:3][C:4](=[O:16])[C:5]1[CH:6]=[CH:7][C:8]([OH:11])=[C:9]([CH2:6][C:5]([CH3:10])=[CH2:4])[CH:10]=1)[CH3:2] |f:1.2|. Reported procedure: A mixture of 4-(2-methylprop-2-enyloxy)benzoic acid ethyl ester (15 g) and 1-methyl-2-pyrrolidinone (150 mL) is heated at reflux for nine hours. The reaction mixture is cooled to room temperature and made basic (pH ˜10) by using aqueous sodium hydroxide solution. The aqueous layer is washed with toluene (2×20 mL) and then made acidic (pH ˜2) with 2N HCl. The aqueous layer is extracted with ethyl acetate (3×20 mL). Combined organic layers are washed with brine (1×15 mL) and dried over sodium sulp... The solvent is CN1C(CCC1)=O (1-methyl-2-pyrrolidinone). Product: C(C)OC(C1=CC(=C(C=C1)O)CC(=C)C)=O (4-hydroxy-3-(2-methylprop-2-enyl)benzoic acid ethyl ester). Reactants: C(C1=CC=CC=C1)OCC(CN1CCN(CC1)C1=C(C=CC=C1)OCC(F)(F)F)(C)C (3-benzyloxy-2,2-dimethyl-1-(4-[2-(2,2,2-trifluoroethoxy)phenyl]piperazin-1-yl)propane), C(=O)[O-].[NH4+] (ammonium formate). The reagents and catalysts are [Pd] (palladium on carbon). The solvent is CO (methanol). Reaction conditions: temperature 25 celsius. Product: CC(CO)(CN1CCN(CC1)C1=C(C=CC=C1)OCC(F)(F)F)C (2,2-dimethyl-3-{4-[2-(2,2,2-trifluoroethoxy)phenyl]piperazin-1-yl}-1-propanol). Isolated yield 85.0%. Reaction SMILES: C([O:8][CH2:9][C:10]([CH3:31])([CH3:30])[CH2:11][N:12]1[CH2:17][CH2:16][N:15]([C:18]2[CH:23]=[CH:22][CH:21]=[CH:20][C:19]=2[O:24][CH2:25][C:26]([F:29])([F:28])[F:27])[CH2:14][CH2:13]1)C1C=CC=CC=1.C([O-])=O.[NH4+]>[Pd].CO>[CH3:30][C:10]([CH3:31])([CH2:11][N:12]1[CH2:13][CH2:14][N:15]([C:18]2[CH:23]=[CH:22][CH:21]=[CH:20][C:19]=2[O:24][CH2:25][C:26]([F:29])([F:27])[F:28])[CH2:16][CH2:17]1)[CH2:9][OH:8] |f:1.2|. Reported procedure: A mixture of 3-benzyloxy-2,2-dimethyl-1-(4-[2-(2,2,2-trifluoroethoxy)phenyl]piperazin-1-yl)propane (2.5 g, 6 mol), 10% palladium on carbon (2.8 g), ammonium formate (3.8 g, 59.6 mmol) and methanol (130 mL) was heated 1 hour at reflux. The reaction mixture was allowed to cool to approximately 25° C., then filtered over celite (washing through with methanol and saturated sodium carbonate (20 mL)) and concentrated. The residue was dissolved in water and the solution was extracted with methylene chl... Procedure: To a 10-mL microwave-rated vial with magnetic stir bar at r.t. was added 4-(1-{3-[(2-Chloro-pyridine-4-carbonyl)-amino]-phenyl}-2-dimethylamino-ethylamino)-quinazoline-8-carboxylic acid amide (0.045 g, 0.092 mmol, 1 eq.), t-BuOH (2 mL), DMSO (1 mL), and Pyrrolidine (0.076 mL, 0.92 mmol, 10 eq.). The vial was capped and heated under microwave conditions (50 W, 20 min. ramp, 110° C., STND, 1 hr. hold time) followed by addition of another aliquot of Pyrrolidine (0.1 mL) then microwaved (70 W, 20 mi... RXN SMILES: Cl[C:2]1[CH:7]=[C:6]([C:8]([NH:10][C:11]2[CH:12]=[C:13]([CH:17]([NH:22][C:23]3[C:32]4[C:27](=[C:28]([C:33]([NH2:35])=[O:34])[CH:29]=[CH:30][CH:31]=4)[N:26]=[CH:25][N:24]=3)[CH2:18][N:19]([CH3:21])[CH3:20])[CH:14]=[CH:15][CH:16]=2)=[O:9])[CH:5]=[CH:4][N:3]=1.CC(O)(C)C.CS(C)=O.[NH:45]1[CH2:49][CH2:48][CH2:47][CH2:46]1>O>[CH3:20][N:19]([CH3:21])[CH2:18][CH:17]([NH:22][C:23]1[C:32]2[C:27](=[C:28]([C:33]([NH2:35])=[O:34])[CH:29]=[CH:30][CH:31]=2)[N:26]=[CH:25][N:24]=1)[C:13]1[CH:14]=[CH:15][CH:16]=[C:11]([NH:10][C:8]([C:6]2[CH:5]=[CH:4][N:3]=[C:2]([N:45]3[CH2:49][CH2:48][CH2:47][CH2:46]3)[CH:7]=2)=[O:9])[CH:12]=1. Product: CN(CC(C1=CC(=CC=C1)NC(=O)C1=CC(=NC=C1)N1CCCC1)NC1=NC=NC2=C(C=CC=C12)C(=O)N)C (4-(2-Dimethylamino-1-{3-[(2-pyrrolidin-1-yl-pyridine-4-carbonyl)-amino]-phenyl}-ethylamino)-quinazoline-8-carboxylic acid amide). The solvent is O (water). Conditions: temperature 110 celsius. Yield: 35.8%. The reactants are ClC1=NC=CC(=C1)C(=O)NC=1C=C(C=CC1)C(CN(C)C)NC1=NC=NC2=C(C=CC=C12)C(=O)N (4-(1-{3-[(2-Chloro-pyridine-4-carbonyl)-amino]-phenyl}-2-dimethylamino-ethylamino)-quinazoline-8-carboxylic acid amide), CC(C)(C)O (t-BuOH), CS(=O)C (DMSO), N1CCCC1 (Pyrrolidine), N1CCCC1 (Pyrrolidine). Starting materials: Cl[SiH](Cl)C([SiH](Cl)Cl)[Si](Cl)(Cl)Cl, C#Cc1ccccc1, c1ccc(P(c2ccccc2)(c2ccccc2)[Pd](P(c2ccccc2)(c2ccccc2)c2ccccc2)(P(c2ccccc2)(c2ccccc2)c2ccccc2)P(c2ccccc2)(c2ccccc2)c2ccccc2)cc1, c1ccccc1. Yields the product Cl[Si](Cl)(Cl)C1[Si](Cl)(Cl)C=C(c2ccccc2)[Si]1(Cl)Cl. RXN SMILES: [Cl:9][SiH:10]([Cl:11])[CH:12]([Si:13]([Cl:14])([Cl:15])[Cl:16])[SiH:17]([Cl:18])[Cl:19].[c:1]1([C:7]#[CH:8])[cH:2][cH:3][cH:4][cH:5][cH:6]1.[cH:20]1[cH:21][cH:22][c:23]([P:24]([Pd:25]([P:26]([c:27]2[cH:28][cH:29][cH:30][cH:31][cH:32]2)([c:33]2[cH:34][cH:35][cH:36][cH:37][cH:38]2)[c:39]2[cH:40][cH:41][cH:42][cH:43][cH:44]2)([P:45]([c:46]2[cH:47][cH:48][cH:49][cH:50][cH:51]2)([c:52]2[cH:53][cH:54][cH:55][cH:56][cH:57]2)[c:58]2[cH:59][cH:60][cH:61][cH:62][cH:63]2)[P:64]([c:65]2[cH:66][cH:67][cH:68][cH:69][cH:70]2)([c:71]2[cH:72][cH:73][cH:74][cH:75][cH:76]2)[c:77]2[cH:78][cH:79][cH:80][cH:81][cH:82]2)([c:83]2[cH:84][cH:85][cH:86][cH:87][cH:88]2)[c:89]2[cH:90][cH:91][cH:92][cH:93][cH:94]2)[cH:95][cH:96]1.[cH:97]1[cH:98][cH:99][cH:100][cH:101][cH:102]1>>[c:1]1([C:7]2=[CH:8][Si:10]([Cl:9])([Cl:11])[CH:12]([Si:13]([Cl:14])([Cl:15])[Cl:16])[Si:17]2([Cl:18])[Cl:19])[cH:2][cH:3][cH:4][cH:5][cH:6]1. Reactants: CCOCC, CO, Cl, [K+], NO, [OH-], CC(C)(C)OC(=O)N1CCNC(=S)CC1. The product is CC(C)(C)OC(=O)N1CCNC(=NO)CC1. Reaction SMILES: [CH2:21]([O:22][CH2:23][CH3:24])[CH3:25].[CH3:26][OH:27].[ClH:1].[K+:5].[NH2:2][OH:3].[OH-:4].[S:6]=[C:7]1[NH:8][CH2:9][CH2:10][N:11]([C:14](=[O:15])[O:16][C:17]([CH3:18])([CH3:19])[CH3:20])[CH2:12][CH2:13]1>>[N:2]([OH:3])=[C:7]1[NH:8][CH2:9][CH2:10][N:11]([C:14](=[O:15])[O:16][C:17]([CH3:18])([CH3:19])[CH3:20])[CH2:12][CH2:13]1. The reactants are CC(C)(OC(=O)N1[C@H](C(=O)O)C[C@@H](C1)CC1=CC=CC=C1)C ((cis)-1-[(1,1-dimethylethoxy)carbonyl]-4-(phenylmethyl)-L-proline), [F-].[K+] (potassium fluoride), C(C(C)(C)C)(=O)OCCl (chloromethyl pivalate). Solvent: O (water), CN(C=O)C (dimethylformamide). Reaction conditions: time 16 hour. Product: CC(C)(OC(=O)N1[C@H](C(=O)OCOC(C(C)(C)C)=O)C[C@@H](C1)CC1=CC=CC=C1)C ((cis)-1-[(1,1-Dimethylethoxy)carbonyl]-4-(phenylmethyl)-L-proline, (2,2-dimethyl-1-oxopropoxy)methyl ester). Isolated yield 107.0%. As a reaction SMILES: [CH3:1][C:2]([CH3:22])([O:4][C:5]([N:7]1[CH2:14][C@@H:13]([CH2:15][C:16]2[CH:21]=[CH:20][CH:19]=[CH:18][CH:17]=2)[CH2:12][C@H:8]1[C:9]([OH:11])=[O:10])=[O:6])[CH3:3].[F-].[K+].[C:25]([O:31][CH2:32]Cl)(=[O:30])[C:26]([CH3:29])([CH3:28])[CH3:27]>CN(C)C=O.O>[CH3:3][C:2]([CH3:22])([O:4][C:5]([N:7]1[CH2:14][C@@H:13]([CH2:15][C:16]2[CH:17]=[CH:18][CH:19]=[CH:20][CH:21]=2)[CH2:12][C@H:8]1[C:9]([O:11][CH2:32][O:31][C:25](=[O:30])[C:26]([CH3:29])([CH3:28])[CH3:27])=[O:10])=[O:6])[CH3:1] |f:1.2|. Procedure details: To a solution of (cis)-1-[(1,1-dimethylethoxy)carbonyl]-4-(phenylmethyl)-L-proline (3.4 g) in dry dimethylformamide (3.0 ml) is added solid potassium fluoride (1.5 g), followed by chloromethyl pivalate (2.0 g). After stirring for 16 hours at ambient temperature the mixture is diluted with water (100 ml) and extracted with ethyl acetate. The ethyl acetate solution is washed with 5% sodium bicarbonate, water, brine, and dried (MgSO4). The solvent is removed in vacuo to give an oil residue (5 g). T... Starting materials: C(CCC)OCCOC1=CC=C(C=C1)C=1C=CC2=C(C=C(CCN2C(=O)C=2SC=CC2)C(=O)OC)C1 (methyl 7-(4-butoxyethoxyphenyl)-1-(2-thienylcarbonyl)-2,3-dihydro-1-benzazepine-4-carboxylate), Cl (hydrochloric acid), [OH-].[Na+] (sodium hydroxide), O (water). The solvent is O1CCCC1 (tetrahydrofuran), CO (methanol). Reaction conditions: time 1 day. The product is C(CCC)OCCOC1=CC=C(C=C1)C=1C=CC2=C(C=C(CCN2C(=O)C=2SC=CC2)C(=O)O)C1 (7-(4-butoxyethoxyphenyl)-1-(2-thienylcarbonyl)-2,3-dihydro-1-benzazepine-4-carboxylic acid). Isolated yield 87.9%. Reaction SMILES: [CH2:1]([O:5][CH2:6][CH2:7][O:8][C:9]1[CH:14]=[CH:13][C:12]([C:15]2[CH:16]=[CH:17][C:18]3[N:24]([C:25]([C:27]4[S:28][CH:29]=[CH:30][CH:31]=4)=[O:26])[CH2:23][CH2:22][C:21]([C:32]([O:34]C)=[O:33])=[CH:20][C:19]=3[CH:36]=2)=[CH:11][CH:10]=1)[CH2:2][CH2:3][CH3:4].[OH-].[Na+].O.Cl>O1CCCC1.CO>[CH2:1]([O:5][CH2:6][CH2:7][O:8][C:9]1[CH:10]=[CH:11][C:12]([C:15]2[CH:16]=[CH:17][C:18]3[N:24]([C:25]([C:27]4[S:28][CH:29]=[CH:30][CH:31]=4)=[O:26])[CH2:23][CH2:22][C:21]([C:32]([OH:34])=[O:33])=[CH:20][C:19]=3[CH:36]=2)=[CH:13][CH:14]=1)[CH2:2][CH2:3][CH3:4] |f:1.2|. Reported procedure: To a solution of methyl 7-(4-butoxyethoxyphenyl)-1-(2-thienylcarbonyl)-2,3-dihydro-1-benzazepine-4-carboxylate (200 mg) in a mixture of tetrahydrofuran (12 ml) and methanol (12 ml) was added 1N sodium hydroxide solution (4 ml), and the mixture was stirred at room temperature for 1 day. Then, to the mixture was added water at 0° C., and 1N hydrochloric acid was further added to neutral, and the mixture was extracted with ethyl acetate. The organic layer was washed with water and saturated brine a...